Dataset: the Open Reaction Database (ORD), a public repository of structured organic reaction records. Task: describe an organic reaction: reactants, conditions, products, and yield Reactants: ClC=1C=C(C=CC1Cl)C(CC=O)C1N(C(C2=CC=CC=C12)=O)C (3-(3,4-Dichlorophenyl)-3-(2-methyl-3-oxo-2,3-dihydro-1H-isoindol-1-yl)propionaldehyde), COC1=C(C=CC=C1)C1CCNCC1 (4-(2-methoxyphenyl)piperidine). Yields the product Cl.ClC=1C=C(C=CC1Cl)C(CCN1CCC(CC1)C1=C(C=CC=C1)O)C1N(C(C2=CC=CC=C12)=O)C (3-[1-(3,4-Dichlorophenyl)-3-(4-(2-hydroxyphenyl)piperidino)propyl]-2-methyl-2,3-dihydroisoindol-1-one hydrochloride). Isolated yield 147.0%. RXN SMILES: [Cl:1][C:2]1[CH:3]=[C:4]([CH:9]([CH:13]2[C:21]3[C:16](=[CH:17][CH:18]=[CH:19][CH:20]=3)[C:15](=[O:22])[N:14]2[CH3:23])[CH2:10][CH:11]=O)[CH:5]=[CH:6][C:7]=1[Cl:8].C[O:25][C:26]1[CH:31]=[CH:30][CH:29]=[CH:28][C:27]=1[CH:32]1[CH2:37][CH2:36][NH:35][CH2:34][CH2:33]1>>[ClH:1].[Cl:1][C:2]1[CH:3]=[C:4]([CH:9]([CH:13]2[C:21]3[C:16](=[CH:17][CH:18]=[CH:19][CH:20]=3)[C:15](=[O:22])[N:14]2[CH3:23])[CH2:10][CH2:11][N:35]2[CH2:36][CH2:37][CH:32]([C:27]3[CH:28]=[CH:29][CH:30]=[CH:31][C:26]=3[OH:25])[CH2:33][CH2:34]2)[CH:5]=[CH:6][C:7]=1[Cl:8] |f:2.3|. Procedure details: 3-(3,4-Dichlorophenyl)-3-(2-methyl-3-oxo-2,3-dihydro-1H-isoindol-1-yl)propionaldehyde (0.368 g) was coupled to 4-(2-methoxyphenyl)piperidine (0.177 g) by a method similar to that described in Example 8. The reaction product was not purified by chromatography but converted to the corresponding hydrochloride salt as described in the Example 8 to afford the title compound (0.424 g); mp 150°-160° C.; MS: m/z=508(M+1); NMR(CD3SOCD3): 1.93-2.08 (m,4), 2.75 (m,1), 3.07 (s,3), 3.39 (m,5), 3.67-3.71 (m,3... Starting materials: C=CCO, C[O-], CCOCC, COC(=O)C(C)Oc1cc(-n2nc(C)n(C(F)F)c2=O)c(Cl)cc1Cl, [Na+]. The product is C=CCOC(=O)C(C)Oc1cc(-n2nc(C)n(C(F)F)c2=O)c(Cl)cc1Cl. As a reaction SMILES: [CH2:29]([CH:30]=[CH2:32])[OH:31].[CH3:26][O-:27].[CH3:33][CH2:34][O:35][CH2:36][CH3:37].[Cl:1][c:2]1[c:3]([O:4][CH:5]([C:6](=[O:7])[O:8][CH3:9])[CH3:10])[cH:11][c:12](-[n:16]2[n:17][c:18]([CH3:25])[n:19]([CH:22]([F:23])[F:24])[c:20]2=[O:21])[c:13]([Cl:15])[cH:14]1.[Na+:28]>>[Cl:1][c:2]1[c:3]([O:4][CH:5]([C:6](=[O:7])[O:8][CH2:9][CH:29]=[CH2:30])[CH3:10])[cH:11][c:12](-[n:16]2[n:17][c:18]([CH3:25])[n:19]([CH:22]([F:23])[F:24])[c:20]2=[O:21])[c:13]([Cl:15])[cH:14]1. Starting materials: N1C=NC=C1 (imidazole), [H-].[Na+] (sodium hydride), ClC1=C(CO[C@@H]2CCC[C@@H](O2)COS(=O)(=O)C2=CC=C(C)C=C2)C(=CC=C1)Cl (cis-6-(2,6-dichlorobenzyloxy)-2-tosyloxymethyltetrahydropyran). Yields the product ClC1=C(CO[C@@H]2CCC[C@@H](O2)CN2C=NC=C2)C(=CC=C1)Cl (Cis-1-[6-(2,6-dichlorobenzyloxy)tetrahydropyran-2-ylmethyl]imidazole). The yield is 107.0%. RXN SMILES: [NH:1]1[CH:5]=[CH:4][N:3]=[CH:2]1.[H-].[Na+].[Cl:8][C:9]1[CH:34]=[CH:33][CH:32]=[C:31]([Cl:35])[C:10]=1[CH2:11][O:12][C@H:13]1[O:18][C@@H:17]([CH2:19]OS(C2C=CC(C)=CC=2)(=O)=O)[CH2:16][CH2:15][CH2:14]1>>[Cl:8][C:9]1[CH:34]=[CH:33][CH:32]=[C:31]([Cl:35])[C:10]=1[CH2:11][O:12][C@H:13]1[O:18][C@@H:17]([CH2:19][N:1]2[CH:5]=[CH:4][N:3]=[CH:2]2)[CH2:16][CH2:15][CH2:14]1 |f:1.2|. Procedure: Using 103 mg of imidazole, 66 mg of 55% sodium hydride and 161 mg of cis-6-(2,6-dichlorobenzyloxy)-2-tosyloxymethyltetrahydropyran, the procedure described in Example 1(b) was repeated to give 132 mg of the title product in the form of a colourless oil. The reactants are C(C)(=O)OC[C@@H]1[C@H]([C@@H]([C@H]([C@H](OC2=CC=C(C=C2)OC)O1)N1C(C=2C(C1=O)=CC=CC2)=O)OCC2=CC=CC=C2)OCC2=CC=CC=C2 (p-Methoxyphenyl 6-O-Acetyl-3,4-di-O-benzyl-2-deoxy-2-phthalimido-β-D-glucopyranoside), [N+](=O)([O-])[O-].[Ce+4].[NH4+].[N+](=O)([O-])[O-].[N+](=O)([O-])[O-].[N+](=O)([O-])[O-].[N+](=O)([O-])[O-] (Ammonium cerium (IV) nitrate). Run in C(C)#N.O (acetonitrile water), C(C)(=O)OCC (ethyl acetate). Run at time 40 minute. The product is C(C)(=O)OC[C@@H]1[C@H]([C@@H]([C@H](C(O)O1)N1C(C=2C(C1=O)=CC=CC2)=O)OCC2=CC=CC=C2)OCC2=CC=CC=C2 (6-O-Acetyl-3,4-di-O-benzyl-2-deoxy-2-phthalimido-D-glucopyranose). The yield is 81.4%. As a reaction SMILES: [C:1]([O:4][CH2:5][C@H:6]1[O:20][C@@H:10]([O:11]C2C=CC(OC)=CC=2)[C@H:9]([N:21]2[C:25](=[O:26])[C:24]3=[CH:27][CH:28]=[CH:29][CH:30]=[C:23]3[C:22]2=[O:31])[C@@H:8]([O:32][CH2:33][C:34]2[CH:39]=[CH:38][CH:37]=[CH:36][CH:35]=2)[C@@H:7]1[O:40][CH2:41][C:42]1[CH:47]=[CH:46][CH:45]=[CH:44][CH:43]=1)(=[O:3])[CH3:2].[N+]([O-])([O-])=O.[Ce+4].[NH4+].[N+]([O-])([O-])=O.[N+]([O-])([O-])=O.[N+]([O-])([O-])=O.[N+]([O-])([O-])=O>C(#N)C.O.C(OCC)(=O)C>[C:1]([O:4][CH2:5][C@H:6]1[O:20][CH:10]([OH:11])[C@H:9]([N:21]2[C:22](=[O:31])[C:23]3=[CH:30][CH:29]=[CH:28][CH:27]=[C:24]3[C:25]2=[O:26])[C@@H:8]([O:32][CH2:33][C:34]2[CH:35]=[CH:36][CH:37]=[CH:38][CH:39]=2)[C@@H:7]1[O:40][CH2:41][C:42]1[CH:43]=[CH:44][CH:45]=[CH:46][CH:47]=1)(=[O:3])[CH3:2] |f:1.2.3.4.5.6.7,8.9|. Reported procedure: Compound 22 (9.0 g, 14.1 mmol) was dissolved in acetonitrile:water (4:1, 400 ml). Ammonium cerium (IV) nitrate (20.1 g, 36.7 mmol) was added thereto, and the mixture was stirred vigorously for 40 minutes at room temperature. The reaction mixture was diluted with ethyl acetate, washed successively with water, saturated aqueous sodium hydrogencarbonate, and saturated brine, and dried over magnesium sulfate. The solvent was evaporated under reduced pressure. The residue was purified by silica, gel ... The reactants are P(OCCC#N)([O-])Cl.C(C)(C)N(P(OCCC#N)[O-])C(C)C (2-cyanoethyl phosphorochloridite O-2-cyanoethyl diisopropylphosphoramidite), O (Water), C(C)(C)N(CC)C(C)C (diisopropylethylamine). Run at temperature 0 celsius, time 15 minute. Yields the product OP(O)(O)O.C(#N)CCN(C(C)C)C(C)C (2-cyanoethyl diisopropylamine hydroxyphosphite), OP(OCCC#N)([O-])[O-].C(C)(C)N(P(OCCC#N)[O-])C(C)C (2-cyanoethyl hydroxyphosphite O-2-cyanoethyl diisopropylphosphoramidite). As a reaction SMILES: [P:1](Cl)([O-:7])[O:2][CH2:3][CH2:4][C:5]#[N:6].[CH:9]([N:12]([CH:20]([CH3:22])[CH3:21])[P:13]([O-:19])[O:14][CH2:15][CH2:16][C:17]#[N:18])([CH3:11])[CH3:10].[OH2:23].C(N(C(C)C)CC)(C)C>>[OH:23][PH:1]([OH:7])([OH:14])[OH:2].[C:5]([CH2:4][CH2:3][N:12]([CH:9]([CH3:10])[CH3:11])[CH:20]([CH3:21])[CH3:22])#[N:6].[OH:23][PH:13]([O-:19])([O-:2])[O:14][CH2:15][CH2:16][C:17]#[N:18].[CH:20]([N:12]([CH:9]([CH3:11])[CH3:10])[P:13]([O-:19])[O:14][CH2:15][CH2:16][C:17]#[N:18])([CH3:22])[CH3:21] |f:0.1,4.5,6.7|. Reported procedure: For the preparation of 69, phosphorus trichloride (21, 875 μL, 10 mmol) and diisopropylethylamine (1,747 μL, 10 mmol) were added to anhydrous THF. 3-Hydroxypropionitrile (683 μL, 10 mmol) was added dropwise in 10 min to the solution and the mixture was stirred for 25 min at 0° C. to yield 2-cyanoethylphosphorodichloridite (23). Then 25 (1 eq, 10 mmol) that was prepared at the same time in a separate reaction vessel, was added dropwise in 10 min period to the solution containing 23. The mixture w... Reactants: C1CCNCC1, O=C(Cl)Oc1ccccc1, COc1ccc(C2COCCOC2)c2sc(N)nc12. The product is COc1ccc(C2COCCOC2)c2sc(NC(=O)N3CCCCC3)nc12. RXN SMILES: [CH2:30]1[CH2:31][CH2:32][NH:33][CH2:34][CH2:35]1.[Cl:20][C:21](=[O:22])[O:23][c:24]1[cH:25][cH:26][cH:27][cH:28][cH:29]1.[O:1]1[CH2:2][CH2:3][O:4][CH2:5][CH:6]([c:8]2[cH:9][cH:10][c:11]([O:18][CH3:19])[c:12]3[n:13][c:14]([NH2:17])[s:15][c:16]23)[CH2:7]1>>[O:1]1[CH2:2][CH2:3][O:4][CH2:5][CH:6]([c:8]2[cH:9][cH:10][c:11]([O:18][CH3:19])[c:12]3[n:13][c:14]([NH:17][C:21](=[O:22])[N:33]4[CH2:32][CH2:31][CH2:30][CH2:35][CH2:34]4)[s:15][c:16]23)[CH2:7]1. Reactants: FC1=CC=C(C=C1)S(=O)(=O)NCC1CCN(CC1)C(=O)OC(C)(C)C (4-(N-((4-Fluorophenyl)sulfonyl)aminomethyl)-1-tert-butoxycarbonylpiperidine), [H-].[Na+] (sodium hydride), CI (Methyl iodide). Run in C(C)OCC (diethyl ether), O1CCCC1 (tetrahydrofuran). The product is FC1=CC=C(C=C1)S(=O)(=O)N(C)CC1CCN(CC1)C(=O)OC(C)(C)C (4-((N-((4-Fluorophenyl)sulfonyl)-N-Methylamino)methyl)-1-tert-butoxycarbonylpiperidine). The yield is 93.9%. As a reaction SMILES: [F:1][C:2]1[CH:7]=[CH:6][C:5]([S:8]([NH:11][CH2:12][CH:13]2[CH2:18][CH2:17][N:16]([C:19]([O:21][C:22]([CH3:25])([CH3:24])[CH3:23])=[O:20])[CH2:15][CH2:14]2)(=[O:10])=[O:9])=[CH:4][CH:3]=1.[H-].[Na+].[CH3:28]I>O1CCCC1.C(OCC)C>[F:1][C:2]1[CH:7]=[CH:6][C:5]([S:8]([N:11]([CH2:12][CH:13]2[CH2:14][CH2:15][N:16]([C:19]([O:21][C:22]([CH3:25])([CH3:24])[CH3:23])=[O:20])[CH2:17][CH2:18]2)[CH3:28])(=[O:10])=[O:9])=[CH:4][CH:3]=1 |f:1.2|. Procedure: 4-(N-((4-Fluorophenyl)sulfonyl)aminomethyl)-1-tert-butoxycarbonylpiperidine (100 mg, 0.27 mmol, from Example 87, Step A) was added to a slurry of sodium hydride (12 mg, 60% in mineral oil, 0.30 mmol) in 5 mL of dry tetrahydrofuran at 0° C. under nitrogen. Methyl iodide (0.022 mL, 0.35 mmol) was then added. The reaction mixture was then allowed to warm to room temperature overnight. The mixture was diluted with diethyl ether and washed with 1N NaOH and brine. The solution was dried over Na2SO4, f... Starting materials: Cl.ClC1=NC=C(C=C1)C=1OCC(N1)(C)C (2-Chloro-5-(4,4-dimethyl-4,5-dihydro-oxazol-2-yl)-pyridine hydrochloride), CN1CCNCC1 (N-methylpiperazine), O (water), C(C)(=O)OCC (ethyl acetate). Run in C([O-])(O)=O.[Na+] (sodium bicarbonate). The product is CC1(N=C(OC1)C=1C=CC(=NC1)N1CCN(CC1)C)C (1-[5-(4,4-Dimethyl-4,5-dihydro-oxazol-2-yl)-pyridin-2-yl]-4-methyl-piperazine). Isolated yield 67.0%. RXN SMILES: Cl.Cl[C:3]1[CH:8]=[CH:7][C:6]([C:9]2[O:10][CH2:11][C:12]([CH3:15])([CH3:14])[N:13]=2)=[CH:5][N:4]=1.[CH3:16][N:17]1[CH2:22][CH2:21][NH:20][CH2:19][CH2:18]1.O.C(OCC)(=O)C>C(=O)(O)[O-].[Na+]>[CH3:14][C:12]1([CH3:15])[CH2:11][O:10][C:9]([C:6]2[CH:7]=[CH:8][C:3]([N:20]3[CH2:21][CH2:22][N:17]([CH3:16])[CH2:18][CH2:19]3)=[N:4][CH:5]=2)=[N:13]1 |f:0.1,5.6|. Procedure: 2-Chloro-5-(4,4-dimethyl-4,5-dihydro-oxazol-2-yl)-pyridine hydrochloride was transformed into its free base by dissolving 8.0 g (32 mmol) in saturated sodium bicarbonate solution and extracting the base into dichloromethane. The solvent was evaporated and the residue was dissolved in toluene. After addition of 11.35 g (113 mmol) N-methylpiperazine, the mixture was refluxed for 36 h. After cooling to room temperature water (50 ml) and ethyl acetate (150 ml) were added and the aqueous layer was ex... Starting materials: O=C([O-])[O-], CN1C(=O)C2(CC2)CN(C2CCCC2)c2nc(Cl)ncc21, [Cs+], [Cs+], CCN1CCC(NC(=O)c2cc(F)c(N)cc2F)CC1, C1COCCO1. Yields the product CCN1CCC(NC(=O)c2cc(F)c(Nc3ncc4c(n3)N(C3CCCC3)CC3(CC3)C(=O)N4C)cc2F)CC1. As a reaction SMILES: [C:42](=[O:43])([O-:44])[O-:45].[Cl:1][c:2]1[n:3][cH:4][c:5]2[c:13]([n:14]1)[N:12]([CH:15]1[CH2:16][CH2:17][CH2:18][CH2:19]1)[CH2:11][C:8]1([C:7](=[O:20])[N:6]2[CH3:21])[CH2:9][CH2:10]1.[Cs+:46].[Cs+:47].[NH2:22][c:23]1[cH:24][c:25]([F:41])[c:26]([C:27](=[O:28])[NH:29][CH:30]2[CH2:31][CH2:32][N:33]([CH2:36][CH3:37])[CH2:34][CH2:35]2)[cH:38][c:39]1[F:40].[O:48]1[CH2:49][CH2:50][O:51][CH2:52][CH2:53]1>>[c:2]1([NH:22][c:23]2[cH:24][c:25]([F:41])[c:26]([C:27](=[O:28])[NH:29][CH:30]3[CH2:31][CH2:32][N:33]([CH2:36][CH3:37])[CH2:34][CH2:35]3)[cH:38][c:39]2[F:40])[n:3][cH:4][c:5]2[c:13]([n:14]1)[N:12]([CH:15]1[CH2:16][CH2:17][CH2:18][CH2:19]1)[CH2:11][C:8]1([C:7](=[O:20])[N:6]2[CH3:21])[CH2:9][CH2:10]1.